From a dataset of the Open Reaction Database (ORD), a public repository of structured organic reaction records. describe an organic reaction: reactants, conditions, products, and yield The reactants are O=C(CC1(NC(=O)NC(=O)c2ccc(Cl)cc2)CC=CS1)NC1CNC1=O, CN(C)C=O, O=S(=O)=O, c1ccncc1. Yields the product O=C(CC1(NC(=O)NC(=O)c2ccc(Cl)cc2)CC=CS1)NC1CN(S(=O)(=O)[O-])C1=O, c1cc[nH+]cc1. RXN SMILES: [Cl:1][c:2]1[cH:3][cH:4][c:5]([C:6](=[O:7])[NH:8][C:9]([NH:10][C:11]2([CH2:16][C:17](=[O:18])[NH:19][CH:20]3[C:21](=[O:24])[NH:22][CH2:23]3)[S:12][CH:13]=[CH:14][CH2:15]2)=[O:25])[cH:26][cH:27]1.[O:38]=[CH:39][N:40]([CH3:41])[CH3:42].[S:28](=[O:29])(=[O:30])=[O:31].[n:32]1[cH:33][cH:34][cH:35][cH:36][cH:37]1>>[Cl:1][c:2]1[cH:3][cH:4][c:5]([C:6](=[O:7])[NH:8][C:9]([NH:10][C:11]2([CH2:16][C:17](=[O:18])[NH:19][CH:20]3[C:21](=[O:24])[N:22]([S:28](=[O:29])(=[O:30])[O-:31])[CH2:23]3)[S:12][CH:13]=[CH:14][CH2:15]2)=[O:25])[cH:26][cH:27]1.[nH+:32]1[cH:33][cH:34][cH:35][cH:36][cH:37]1. As a reaction SMILES: [CH:1]1([CH:7]([NH:18][C:19]2[CH:27]=[CH:26][C:22]([C:23](O)=[O:24])=[CH:21][CH:20]=2)[C:8]2[O:16][C:15]3[C:10](=[N:11][CH:12]=[CH:13][CH:14]=3)[C:9]=2[CH3:17])[CH2:6][CH2:5][CH2:4][CH2:3][CH2:2]1.Cl.[CH2:29]([O:31][C:32](=[O:36])[CH2:33][CH2:34][NH2:35])[CH3:30].O.ON1C2C=CC=CC=2N=N1.Cl.C(N=C=NCCCN(C)C)C.[Cl-].[NH4+]>CN(C)C=O.C(N(CC)CC)C>[CH:1]1([CH:7]([NH:18][C:19]2[CH:20]=[CH:21][C:22]([C:23]([NH:35][CH2:34][CH2:33][C:32]([O:31][CH2:29][CH3:30])=[O:36])=[O:24])=[CH:26][CH:27]=2)[C:8]2[O:16][C:15]3[C:10](=[N:11][CH:12]=[CH:13][CH:14]=3)[C:9]=2[CH3:17])[CH2:6][CH2:5][CH2:4][CH2:3][CH2:2]1 |f:1.2,3.4,5.6,7.8|. The product is C1(CCCCC1)C(C1=C(C2=NC=CC=C2O1)C)NC1=CC=C(C=C1)C(=O)NCCC(=O)OCC (ethyl 3-{[(4-{[cyclohexyl(3-methylfuro[3,2-b]pyridin-2-yl)methyl]amino}phenyl)carbonyl]amino}propanoate). Reactants: Cl.C(C)OC(CCN)=O (β-alanine ethyl ester hydrochloride), O.ON1N=NC2=C1C=CC=C2 (1-hydroxybenzotriazole monohydrate), C1(CCCCC1)C(C1=C(C2=NC=CC=C2O1)C)NC1=CC=C(C(=O)O)C=C1 (4-{[cyclohexyl(3-methylfuro[3,2-b]pyridin-2-yl)methyl]amino}benzoic acid), Cl.C(C)N=C=NCCCN(C)C (1-ethyl-3-(3-dimethylaminopropyl)carbodiimide hydrochloride), [Cl-].[NH4+] (ammonium chloride). Reaction conditions: time 8 hour. The yield is 91.2%. Run in CN(C=O)C (N,N-dimethylformamide), C(C)N(CC)CC (triethylamine). Procedure: To a mixture of 4-{[cyclohexyl(3-methylfuro[3,2-b]pyridin-2-yl)methyl]amino}benzoic acid (330 mg) synthesized above, β-alanine ethyl ester hydrochloride (209 mg), 1-hydroxybenzotriazole monohydrate (208 mg), triethylamine (379 μL) and N,N-dimethylformamide (10 mL) was added 1-ethyl-3-(3-dimethylaminopropyl)carbodiimide hydrochloride (261 mg), and the mixture was stirred overnight at room temperature. Saturated aqueous ammonium chloride solution was added to quench the reaction, and the reaction ... Starting materials: BrC1=C(C=CC=C1)OC (bromoanisole), C(CCC)[Li] (n-butyllithium), C(C)OCC (ethyl ether), C[C@]12CCC(C1)C(C2=O)(C)C ((+)-fenchone), C(C)OCC (ethyl ether), [Cl-].[NH4+] (ammonium chloride). Run at time 8 hour. The product is CC12CCC(C3(OC4=C(C31C)C=CC=C4)C)C2 (1,2,3,4-tetrahydro-1,4a,9b-trimethyl-1,4-methanodibenzofuran). As a reaction SMILES: Br[C:2]1[CH:7]=CC=[CH:4][C:3]=1OC.[CH2:10]([Li])[CH2:11][CH2:12][CH3:13].C[C@@:16]12[C:22](=[O:23])[C:21]([CH3:25])(C)[CH:19](C1)[CH2:18][CH2:17]2.[Cl-].[NH4+].[CH2:28](OCC)C>>[CH3:13][C:12]12[CH2:7][CH:2]([C:3]3([CH3:4])[C:25]1([CH3:28])[C:21]1[CH:19]=[CH:18][CH:17]=[CH:16][C:22]=1[O:23]3)[CH2:10][CH2:11]2 |f:3.4|. Reported procedure: 50 g (0.267 mol) of bromoanisole, in solution in 120 ml of ethyl ether, were treated at 0° C. with 200 ml of n-butyllithium (1.6M in hexane) and the mixture was maintained under stirring at room temperature overnight. 41.57 g (273 mmol) of (+)-fenchone (Fluka) in 100 ml of ethyl ether were then added dropwise and the mixture was maintained under stirring for 6 h at room temperature. The reaction mixture was poured into 200 ml of a saturated ammonium chloride solution. Starting materials: ClC1=NC=C(C=C1Cl)C(F)(F)F (2,3-dichloro-5-(trifluoromethyl)pyridine), ClC=1C=C(C(=O)OCC)C=CC1S(NCC=1C=C2C=NN(C2=CC1)CC)(=O)=O (ethyl 3-chloro-4-(N-((1-ethyl-1H-indazol-5-yl)methyl)sulfamoyl)benzoate). Product: ClC=1C=C(C(=O)OCC)C=CC1S(N(CC=1C=C2C=NN(C2=CC1)CC)C1=NC=C(C=C1Cl)C(F)(F)F)(=O)=O (Ethyl 3-chloro-4-(N-(3-chloro-5-(trifluoromethyl)pyridin-2-yl)-N-((1-ethyl-1H-indazol-5-yl)methyl)sulfamoyl)benzoate). As a reaction SMILES: Cl[C:2]1[C:7]([Cl:8])=[CH:6][C:5]([C:9]([F:12])([F:11])[F:10])=[CH:4][N:3]=1.[Cl:13][C:14]1[CH:15]=[C:16]([CH:22]=[CH:23][C:24]=1[S:25](=[O:40])(=[O:39])[NH:26][CH2:27][C:28]1[CH:29]=[C:30]2[C:34](=[CH:35][CH:36]=1)[N:33]([CH2:37][CH3:38])[N:32]=[CH:31]2)[C:17]([O:19][CH2:20][CH3:21])=[O:18]>>[Cl:13][C:14]1[CH:15]=[C:16]([CH:22]=[CH:23][C:24]=1[S:25](=[O:39])(=[O:40])[N:26]([C:2]1[C:7]([Cl:8])=[CH:6][C:5]([C:9]([F:12])([F:11])[F:10])=[CH:4][N:3]=1)[CH2:27][C:28]1[CH:29]=[C:30]2[C:34](=[CH:35][CH:36]=1)[N:33]([CH2:37][CH3:38])[N:32]=[CH:31]2)[C:17]([O:19][CH2:20][CH3:21])=[O:18]. Procedure: The titled compound was prepared according to the procedure described in step-2 of Example 1 from 2,3-dichloro-5-(trifluoromethyl)pyridine and ethyl 3-chloro-4-(N-((1-ethyl-1H-indazol-5-yl)methyl)sulfamoyl)benzoate (step-4 of Example 14). The reactants are C(C)N1CCC2(CC1)COC1=CC=3CCN(C3C=C12)C(=O)C1=CC=C(C=C1)C1=C(C=C(C=C1)C(=O)NN)C (1'-ethyl-5-(4'-hydrazinocarbonyl-2'-methylbiphenyl-4-carbonyl)-2,3,6,7-tetrahydrospiro[furo[2,3-f]indole-3,4'-piperidine]), C(C)(=O)OC(C)=O (acetic anhydride). Solvent: C(Cl)(Cl)Cl (chloroform). Conditions: time 1 hour. The product is C(C)(=O)NNC(=O)C1=CC(=C(C=C1)C1=CC=C(C=C1)C(=O)N1CCC=2C=C3C(=CC12)C1(CCN(CC1)CC)CO3)C (5-[4'-(Acetylhydrazinocarbonyl)-2'-methylbiphenyl-4-carbonyl]-1'-ethyl-2,3,6,7-tetrahydrospiro[furo[2,3-f]indole-3,4'-piperidine]). The yield is 2623.7%. Reaction SMILES: [CH2:1]([N:3]1[CH2:8][CH2:7][C:6]2([C:19]3[C:11](=[CH:12][C:13]4[CH2:14][CH2:15][N:16]([C:20]([C:22]5[CH:27]=[CH:26][C:25]([C:28]6[CH:33]=[CH:32][C:31]([C:34]([NH:36][NH2:37])=[O:35])=[CH:30][C:29]=6[CH3:38])=[CH:24][CH:23]=5)=[O:21])[C:17]=4[CH:18]=3)[O:10][CH2:9]2)[CH2:5][CH2:4]1)[CH3:2].[C:39](OC(=O)C)(=[O:41])[CH3:40]>C(Cl)(Cl)Cl>[C:39]([NH:37][NH:36][C:34]([C:31]1[CH:32]=[CH:33][C:28]([C:25]2[CH:24]=[CH:23][C:22]([C:20]([N:16]3[C:17]4[CH:18]=[C:19]5[C:6]6([CH2:9][O:10][C:11]5=[CH:12][C:13]=4[CH2:14][CH2:15]3)[CH2:7][CH2:8][N:3]([CH2:1][CH3:2])[CH2:4][CH2:5]6)=[O:21])=[CH:27][CH:26]=2)=[C:29]([CH3:38])[CH:30]=1)=[O:35])(=[O:41])[CH3:40]. Reported procedure: To a stirred solution of 1'-ethyl-5-(4'-hydrazinocarbonyl-2'-methylbiphenyl-4-carbonyl)-2,3,6,7-tetrahydrospiro[furo[2,3-f]indole-3,4'-piperidine] (E61, 1.00 g, 1.96 mmole) in chloroform (30 ml), acetic anhydride (5.76 ml, 0.06 mmole) was slowly added. The solution was stirred at room temperature for approximately 1 hour, then concentrated in vacuo. Toluene was used to azeotrope out the excess acetic anhydride. The residue was dissolved in chloroform, washed with 10% Na2CO3 solution and the orga... Starting materials: N(=[N+]=[N-])C1=CC=C2CC[C@H]3[C@](N=C(SC3)NC(OC(C)(C)C)=O)(C2=C1)C (tert-butyl rel-((4aS,10bS)-9-azido-10b-methyl-4a,5,6,10b-tetrahydro-4H-naphtho[1,2-d][1,3]thiazin-2-yl)carbamate). Reagents/catalysts: [Pd] (Palladium on carbon). The solvent is CO (methanol). Conditions: time 20 hour. Yields the product C(C)(C)(C)OC(NC=1SC[C@@H]2[C@](N1)(C1=CC(=CC=C1CC2)N)C)=O (tert-butyl((4aS,10bS)-9-amino-10b-methyl-4a,5,6,10b-tetrahydro-4H-naphtho[1,2-d][1,3]thiazin-2-yl)carbamate). The yield is 101.8%. Reaction SMILES: [N:1]([C:4]1[CH:25]=[C:24]2[C:7]([CH2:8][CH2:9][C@@H:10]3[CH2:15][S:14][C:13]([NH:16][C:17](=[O:23])[O:18][C:19]([CH3:22])([CH3:21])[CH3:20])=[N:12][C@@:11]32[CH3:26])=[CH:6][CH:5]=1)=[N+]=[N-]>[Pd].CO>[C:19]([O:18][C:17](=[O:23])[NH:16][C:13]1[S:14][CH2:15][C@H:10]2[CH2:9][CH2:8][C:7]3[C:24](=[CH:25][C:4]([NH2:1])=[CH:5][CH:6]=3)[C@@:11]2([CH3:26])[N:12]=1)([CH3:22])([CH3:20])[CH3:21]. Procedure: 10% Palladium on carbon (54 mg, 0.051 mmol) was added to a flask charged with a solution of tert-butyl rel-((4aS,10bS)-9-azido-10b-methyl-4a,5,6,10b-tetrahydro-4H-naphtho[1,2-d][1,3]thiazin-2-yl)carbamate from step D1 (190 mg, 0.509 mmol) in methanol (40 mL) under dry nitrogen. The vessel was repeatedly flushed with hydrogen gas. The reaction mixture was allowed to stir under a balloon of hydrogen gas for 20 h. The vessel was flushed with nitrogen. The contents were filtered through celite. The ...